From a dataset of the Open Reaction Database (ORD), a public repository of structured organic reaction records. describe an organic reaction: reactants, conditions, products, and yield Starting materials: C[Si](C)(C)[N-][Si](C)(C)C, COCCC#Cc1cc(Cl)c(N)c2c1OCO2, Clc1ncnc2cc(OCCCN3CCOCC3)cc(OC3CCOCC3)c12, [Na+], C1CCOC1, CN(C)C=O. Product: COCCC#Cc1cc(Cl)c(Nc2ncnc3cc(OCCCN4CCOCC4)cc(OC4CCOCC4)c23)c2c1OCO2. As a reaction SMILES: [CH3:1][Si:2]([N-:3][Si:4]([CH3:5])([CH3:6])[CH3:7])([CH3:8])[CH3:9].[Cl:16][c:17]1[c:18]([NH2:32])[c:19]2[c:20]([c:24]([C:26]#[C:27][CH2:28][CH2:29][O:30][CH3:31])[cH:25]1)[O:21][CH2:22][O:23]2.[Cl:33][c:34]1[n:35][cH:36][n:37][c:38]2[cH:39][c:40]([O:51][CH2:52][CH2:53][CH2:54][N:55]3[CH2:56][CH2:57][O:58][CH2:59][CH2:60]3)[cH:41][c:42]([O:44][CH:45]3[CH2:46][CH2:47][O:48][CH2:49][CH2:50]3)[c:43]12.[Na+:10].[O:11]1[CH2:12][CH2:13][CH2:14][CH2:15]1.[O:61]=[CH:62][N:63]([CH3:64])[CH3:65]>>[Cl:16][c:17]1[c:18]([NH:32][c:34]2[n:35][cH:36][n:37][c:38]3[cH:39][c:40]([O:51][CH2:52][CH2:53][CH2:54][N:55]4[CH2:56][CH2:57][O:58][CH2:59][CH2:60]4)[cH:41][c:42]([O:44][CH:45]4[CH2:46][CH2:47][O:48][CH2:49][CH2:50]4)[c:43]23)[c:19]2[c:20]([c:24]([C:26]#[C:27][CH2:28][CH2:29][O:30][CH3:31])[cH:25]1)[O:21][CH2:22][O:23]2. The reactants are C(C)(C)NC=1C(=NC=CC1)N1CCN(CC1)C(=O)C1=NC=C(C(=O)O)C=C1 (6-[1-[3-(isopropylamino)-2-pyridyl]piperazin-4-yl-carbonyl]nicotinic acid), COC(CN)OC (2,2-dimethoxyethylamine). Product: COC(CNC(=O)C=1C=CC(=NC1)C(=O)N1CCN(CC1)C1=NC=CC=C1NC(C)C)OC (5-[N-(2,2-dimethoxyethyl)carbamoyl]-2-[1-[3-(isopropylamino)-2-pyridyl]piperazin-4-yl-carbonyl]pyridine). Yield: 78.0%. As a reaction SMILES: [CH:1]([NH:4][C:5]1[C:6]([N:11]2[CH2:16][CH2:15][N:14]([C:17]([C:19]3[CH:27]=[CH:26][C:22]([C:23](O)=[O:24])=[CH:21][N:20]=3)=[O:18])[CH2:13][CH2:12]2)=[N:7][CH:8]=[CH:9][CH:10]=1)([CH3:3])[CH3:2].[CH3:28][O:29][CH:30]([O:33][CH3:34])[CH2:31][NH2:32]>>[CH3:28][O:29][CH:30]([O:33][CH3:34])[CH2:31][NH:32][C:23]([C:22]1[CH:26]=[CH:27][C:19]([C:17]([N:14]2[CH2:15][CH2:16][N:11]([C:6]3[C:5]([NH:4][CH:1]([CH3:2])[CH3:3])=[CH:10][CH:9]=[CH:8][N:7]=3)[CH2:12][CH2:13]2)=[O:18])=[N:20][CH:21]=1)=[O:24]. Reported procedure: By the same procedure as described in the example 24, the synthesis was carried out starting with 6-[1-[3-(isopropylamino)-2-pyridyl]piperazin-4-yl-carbonyl]nicotinic acid and using 2,2-dimethoxyethylamine. And then, the product was crystallized with ethanol and hexane to give a desired compound. The reactants are NC1=C(C=C(C=C1C(F)(F)F)C[C@H](C(=O)N1C(OC[C@@H]1CC1=CC=CC=C1)=O)OCC1=CC=CC=C1)Cl ((S)-3-[(R)-3-(4-amino-3-chloro-5-trifluoromethyl-phenyl)-2-benzyloxy-propionyl]-4-benzyl-oxazolidin-2-one), O.[OH-].[Li+] (lithium hydroxide hydrate), OO (H2O2), [O-]S(=O)[O-].[Na+].[Na+] (Na2SO3), C(=O)(O)[O-].[Na+] (NaHCO3). Solvent: C1CCOC1 (THF), C1CCOC1 (THF), O (water). Reaction conditions: temperature 0 celsius, time 2 hour. The product is NC1=C(C=C(C=C1C(F)(F)F)C[C@H](C(=O)O)OCC1=CC=CC=C1)Cl ((R)-3-(4-amino-3-chloro-5-trifluoromethyl-phenyl)-2-benzyloxy-propionic acid). Reaction SMILES: O.[OH-].[Li+].OO.[NH2:6][C:7]1[C:12]([C:13]([F:16])([F:15])[F:14])=[CH:11][C:10]([CH2:17][C@@H:18]([O:34][CH2:35][C:36]2[CH:41]=[CH:40][CH:39]=[CH:38][CH:37]=2)C(N2[C@@H](CC3C=CC=CC=3)COC2=O)=O)=[CH:9][C:8]=1[Cl:42].[O-]S([O-])=O.[Na+].[Na+].[C:49]([O-])([OH:51])=[O:50].[Na+]>O.C1COCC1>[NH2:6][C:7]1[C:12]([C:13]([F:16])([F:14])[F:15])=[CH:11][C:10]([CH2:17][C@@H:18]([O:34][CH2:35][C:36]2[CH:37]=[CH:38][CH:39]=[CH:40][CH:41]=2)[C:49]([OH:51])=[O:50])=[CH:9][C:8]=1[Cl:42] |f:0.1.2,5.6.7,8.9|. Reported procedure: A solution of 0.34 g (8.0 mmol) lithium hydroxide hydrate and 1.38 mL (16 mmol, 35% in water) H2O2 in 25 mL water was added to a solution, cooled to 0° C., of 2.1 g (3.94 mmol) (S)-3-[(R)-3-(4-amino-3-chloro-5-trifluoromethyl-phenyl)-2-benzyloxy-propionyl]-4-benzyl-oxazolidin-2-one in 50 mL THF and the reaction mixture was stirred for 2 h at 0° C. 5 mL of saturated Na2SO3 solution and 5 mL of saturated NaHCO3 solution were added, the mixture was stirred for another 30 min and then the THF was el... Procedure details: 4-(Piperdin-4-ylamino)-6-trifluoromethyl-chromen-2-one was prepared according to the procedure described in Example 76, except that crude 4-chloro-6-trifluoromethyl-chromen-2-one (423 mg, 1.7 mmol) and 4-amino-1-N-Boc-piperidine (359 mg, 1.79 mmol) were used in place of 4,6,7-trichlorochromen-2-one and 1-benzo[1,3]dioxol-5-yl-piperdin-4-ylamine, to give a white solid (521 mg). Removal of the BOC protecting group provided the free base as a white solid (272 mg, 69%). MS (APCI) m/z 313 [M+H]+, 311... The product is N1CCC(CC1)NC1=CC(OC2=CC=C(C=C12)C(F)(F)F)=O (4-(Piperdin-4-ylamino)-6-trifluoromethyl-chromen-2-one), solid. Reaction SMILES: Cl[C:2]1[C:11]2[C:6](=[CH:7][CH:8]=[C:9]([C:12]([F:15])([F:14])[F:13])[CH:10]=2)[O:5][C:4](=[O:16])[CH:3]=1.[NH2:17][CH:18]1[CH2:23][CH2:22][N:21](C(OC(C)(C)C)=O)[CH2:20][CH2:19]1.ClC1C2C(=CC(Cl)=C(Cl)C=2)OC(=O)C=1.O1C2C=CC(N3CCC(N)CC3)=CC=2OC1>>[NH:21]1[CH2:22][CH2:23][CH:18]([NH:17][C:2]2[C:11]3[C:6](=[CH:7][CH:8]=[C:9]([C:12]([F:15])([F:14])[F:13])[CH:10]=3)[O:5][C:4](=[O:16])[CH:3]=2)[CH2:19][CH2:20]1. Starting materials: ClC1=CC(OC2=CC(=C(C=C12)Cl)Cl)=O (4,6,7-trichlorochromen-2-one), O1COC2=C1C=CC(=C2)N2CCC(CC2)N (1-benzo[1,3]dioxol-5-yl-piperdin-4-ylamine), ClC1=CC(OC2=CC=C(C=C12)C(F)(F)F)=O (4-chloro-6-trifluoromethyl-chromen-2-one), NC1CCN(CC1)C(=O)OC(C)(C)C (4-amino-1-N-Boc-piperidine). Procedure details: 80 mg of solid yellow 3-{4-[3-(2-trifluoromethylphenyl)ureido]phenyl}-1H-pyrrolo[2,3-c]pyridine-2-carboxamide are prepared as described in Example 1 starting with 3-(4-aminophenyl)-1H-pyrrolo[2,3-c]pyridine-2-carboxamide and 2-trifluoromethylphenyl isocyanate. Yields the product solid, FC(C1=C(C=CC=C1)NC(NC1=CC=C(C=C1)C1=C(NC2=CN=CC=C21)C(=O)N)=O)(F)F (3-{4-[3-(2-trifluoromethylphenyl)ureido]phenyl}-1H-pyrrolo[2,3-c]pyridine-2-carboxamide). RXN SMILES: [NH2:1][C:2]1[CH:7]=[CH:6][C:5]([C:8]2[C:16]3[C:11](=[CH:12][N:13]=[CH:14][CH:15]=3)[NH:10][C:9]=2[C:17]([NH2:19])=[O:18])=[CH:4][CH:3]=1.[F:20][C:21]([F:32])([F:31])[C:22]1[CH:27]=[CH:26][CH:25]=[CH:24][C:23]=1[N:28]=[C:29]=[O:30]>>[F:20][C:21]([F:31])([F:32])[C:22]1[CH:27]=[CH:26][CH:25]=[CH:24][C:23]=1[NH:28][C:29](=[O:30])[NH:1][C:2]1[CH:3]=[CH:4][C:5]([C:8]2[C:16]3[C:11](=[CH:12][N:13]=[CH:14][CH:15]=3)[NH:10][C:9]=2[C:17]([NH2:19])=[O:18])=[CH:6][CH:7]=1. The reactants are NC1=CC=C(C=C1)C1=C(NC2=CN=CC=C21)C(=O)N (3-(4-aminophenyl)-1H-pyrrolo[2,3-c]pyridine-2-carboxamide), FC(C1=C(C=CC=C1)N=C=O)(F)F (2-trifluoromethylphenyl isocyanate).